This data is from the Open Reaction Database (ORD), a public repository of structured organic reaction records. The task is: describe an organic reaction: reactants, conditions, products, and yield Product: COC(=O)CCCC1=CC=2N(C=C1)C=NC2 (7-(3-methoxycarbonylpropyl)imidazo[1,5-a]pyridine). The reactants are C(=O)NCC1=NC=CC(=C1)CCCC(=O)OC (2-(N-formylaminomethyl)-4-(3-methoxycarbonylpropyl)pyridine), P(=O)(Cl)(Cl)Cl (phosphorus oxychloride). RXN SMILES: [CH:1]([NH:3][CH2:4][C:5]1[CH:10]=[C:9]([CH2:11][CH2:12][CH2:13][C:14]([O:16][CH3:17])=[O:15])[CH:8]=[CH:7][N:6]=1)=O.P(Cl)(Cl)(Cl)=O>C1(C)C=CC=CC=1>[CH3:17][O:16][C:14]([CH2:13][CH2:12][CH2:11][C:9]1[CH:8]=[CH:7][N:6]2[CH:1]=[N:3][CH:4]=[C:5]2[CH:10]=1)=[O:15]. The solvent is C1(=CC=CC=C1)C (toluene). Reported procedure: 2-(N-formylaminomethyl)-4-(3-methoxycarbonylpropyl)pyridine (33 mg) is dissolved in 1 ml of toluene and heated at 90° with phosphorus oxychloride (44 mg) for 18 hours under nitrogen. The solvent is evaporated and the residue is suspended in methylene chloride, cooled to 0° and made basic with saturated ammonium hydroxide solution. The aqueous phase is extracted with methylene chloride (4×15 ml) which is dried over sodium sulfate and evaporated to yield 7-(3-methoxycarbonylpropyl)imidazo[1,5-a]py... Reactants: FC(C(=O)O)(F)F.C(C)NCC=1C=C(C=CC1F)C=1C=C2C(=CNC2=C(C1)C(=O)N)C1CCN(CC1)S(=O)(=O)CC (5-{3-[(ethylamino)methyl]-4-fluorophenyl}-3-[1-(ethylsulfonyl)-4-piperidinyl]-1H-indole-7-carboxamide trifluoroacetate), C(C)N (ethylamine). Product: FC(C(=O)O)(F)F.C1(CC1)NCC=1C=C(C=CC1F)C=1C=C2C(=CNC2=C(C1)C(=O)N)C1CCN(CC1)S(=O)(=O)CC (5-{3-[(cyclopropylamino)methyl]-4-fluorophenyl}-3-[1-(ethylsulfonyl)-4-piperidinyl]-1H-indole-7-carboxamide trifluoroacetate). Yield: 49.4%. RXN SMILES: [F:1][C:2]([F:7])([F:6])[C:3]([OH:5])=[O:4].[CH2:8]([NH:10][CH2:11][C:12]1[CH:13]=[C:14]([C:19]2[CH:20]=[C:21]3[C:25](=[C:26]([C:28]([NH2:30])=[O:29])[CH:27]=2)[NH:24][CH:23]=[C:22]3[CH:31]2[CH2:36][CH2:35][N:34]([S:37]([CH2:40][CH3:41])(=[O:39])=[O:38])[CH2:33][CH2:32]2)[CH:15]=[CH:16][C:17]=1[F:18])[CH3:9].[CH2:42](N)C>>[F:1][C:2]([F:7])([F:6])[C:3]([OH:5])=[O:4].[CH:8]1([NH:10][CH2:11][C:12]2[CH:13]=[C:14]([C:19]3[CH:20]=[C:21]4[C:25](=[C:26]([C:28]([NH2:30])=[O:29])[CH:27]=3)[NH:24][CH:23]=[C:22]4[CH:31]3[CH2:32][CH2:33][N:34]([S:37]([CH2:40][CH3:41])(=[O:39])=[O:38])[CH2:35][CH2:36]3)[CH:15]=[CH:16][C:17]=2[F:18])[CH2:42][CH2:9]1 |f:0.1,3.4|. Procedure details: The title compound was prepared according to the general procedure of 5-{3-[(ethylamino)methyl]-4-fluorophenyl}-3-[1-(ethylsulfonyl)-4-piperidinyl]-1H-indole-7-carboxamide trifluoroacetate, substituting cyclopropylamine (32 mg, 0.46 mmol) for ethylamine to afford 23 mg of the title compound (49.4%). Reactants: ClCCl, CNCCN(C)C(=O)Oc1ccc(Cl)cc1Cn1nc(-c2ccc(C(F)(F)F)cc2)oc1=O, O=C(O)C(F)(F)F. The product is CNCCN(C)C(=O)Oc1ccc(Cl)cc1Cn1nc(-c2ccc(C(F)(F)F)cc2)oc1=O, O=C([O-])C(F)(F)F. RXN SMILES: [CH2:41]([Cl:42])[Cl:43].[Cl:1][c:2]1[cH:3][cH:4][c:5]([O:25][C:26](=[O:27])[N:28]([CH3:29])[CH2:30][CH2:31][NH:32][CH3:33])[c:6]([CH2:8][n:9]2[c:10](=[O:24])[o:11][c:12](-[c:14]3[cH:15][cH:16][c:17]([C:20]([F:21])([F:22])[F:23])[cH:18][cH:19]3)[n:13]2)[cH:7]1.[OH:34][C:35](=[O:36])[C:37]([F:38])([F:39])[F:40]>>[Cl:1][c:2]1[cH:3][cH:4][c:5]([O:25][C:26](=[O:27])[N:28]([CH3:29])[CH2:30][CH2:31][NH:32][CH3:33])[c:6]([CH2:8][n:9]2[c:10](=[O:24])[o:11][c:12](-[c:14]3[cH:15][cH:16][c:17]([C:20]([F:21])([F:22])[F:23])[cH:18][cH:19]3)[n:13]2)[cH:7]1.[O:34]=[C:35]([O-:36])[C:37]([F:38])([F:39])[F:40]. Starting materials: FCC(=O)Cl (fluoroacetyl chloride), C(C1=CC=CC=C1)OC(=O)N1CCN(CC1)C1=NC=CC=C1N (1-benzyloxycarbonyl-4-[3-amino-2-pyridinyl]piperazine). Yields the product C(C1=CC=CC=C1)OC(=O)N1CCN(CC1)C1=NC=CC=C1NC(CF)=O (1-Benzyloxycarbonyl-4-[3-(2-fluoroacetamido)-2-pyridinyl]piperazine). Reaction SMILES: [F:1][CH2:2][C:3](Cl)=[O:4].[CH2:6]([O:13][C:14]([N:16]1[CH2:21][CH2:20][N:19]([C:22]2[C:27]([NH2:28])=[CH:26][CH:25]=[CH:24][N:23]=2)[CH2:18][CH2:17]1)=[O:15])[C:7]1[CH:12]=[CH:11][CH:10]=[CH:9][CH:8]=1>>[CH2:6]([O:13][C:14]([N:16]1[CH2:17][CH2:18][N:19]([C:22]2[C:27]([NH:28][C:3](=[O:4])[CH2:2][F:1])=[CH:26][CH:25]=[CH:24][N:23]=2)[CH2:20][CH2:21]1)=[O:15])[C:7]1[CH:12]=[CH:11][CH:10]=[CH:9][CH:8]=1. Procedure: Following the general procedure of PREPARATION 101 and making non-critical variations but starting with fluoroacetyl chloride (0.94 g), 1-benzyloxycarbonyl-4-[3-amino-2-pyridinyl]piperazine (PREPARATION 100,3.0 g), the title compound is obtained, NMR (300 MHZ, CDCl3) 8.83, 8.65, 8.14, 7.38-7.32, 7.12, 5.17, 4.96, 3.70 and 3.07 δ. Conditions: time 2 hour. The product is COC1=CC2=C(N(C=NS2(=O)=O)CCO)C=C1 (2-(7-Methoxy-1,1-dioxido-4H-1,2,4-benzothiadiazin-4-yl)ethanol). The reactants are BrCCO (2-bromoethanol), [F-].[Cs+] (CsF), BrCCO (2-bromoethanol), [F-].[Cs+] (CsF), BrCCO (2-bromoethanol), COC1=CC2=C(NC=NS2(=O)=O)C=C1 (7-methoxy-4H-1,2,4-benzothiadiazine 1,1-dioxide). Solvent: CN(C)C=O (DMF), CC#N (CH3CN). Reaction SMILES: [CH3:1][O:2][C:3]1[CH:14]=[CH:13][C:6]2[NH:7][CH:8]=[N:9][S:10](=[O:12])(=[O:11])[C:5]=2[CH:4]=1.[F-].[Cs+].Br[CH2:18][CH2:19][OH:20]>CN(C=O)C.CC#N>[CH3:1][O:2][C:3]1[CH:14]=[CH:13][C:6]2[N:7]([CH2:18][CH2:19][OH:20])[CH:8]=[N:9][S:10](=[O:12])(=[O:11])[C:5]=2[CH:4]=1 |f:1.2|. Procedure: To a solution of 7-methoxy-4H-1,2,4-benzothiadiazine 1,1-dioxide (4.0 g, 18.8 mmol) in a mixture of 30 ml of DMF and 30 ml of CH3CN there are added 8.6 g (56.6 mmol) of CsF and 1.47 ml (18.8 mmol) of 2-bromoethanol. Stirring is carried out for 2 hours at 75° C. and 1.47 ml (18.8 mmol) of 2-bromoethanol are added. After 6 more hours at 75° C., a further 1.47 ml (18.8 mmol) of 2-bromoethanol and then 2.8 g (18.8 mmol) of CsF are added and stirring is continued at 75° C. overnight. The salts are fi... RXN SMILES: [F:1][C:2]1[CH:3]=[C:4]2[C:13](=[CH:14][CH:15]=1)[C:12]1[CH:11]=[CH:10][CH:9]=[CH:8][C:7]=1[N:6]([S:16]([C:19]1[CH:24]=[CH:23][C:22]([O:25]C)=[CH:21][CH:20]=1)(=[O:18])=[O:17])[C@@H:5]2[CH3:27].C1CCCCC=1.B(Br)(Br)Br.ClCCl>>[F:1][C:2]1[CH:3]=[C:4]2[C:13](=[CH:14][CH:15]=1)[C:12]1[CH:11]=[CH:10][CH:9]=[CH:8][C:7]=1[N:6]([S:16]([C:19]1[CH:20]=[CH:21][C:22]([OH:25])=[CH:23][CH:24]=1)(=[O:18])=[O:17])[C@@H:5]2[CH3:27]. Yield: 73.0%. The reactants are FC=1C=C2[C@H](N(C=3C=CC=CC3C2=CC1)S(=O)(=O)C1=CC=C(C=C1)OC)C ((R)-8-fluoro-5-[(4-methoxyphenyl)sulfonyl]-6-methyl-5,6-dihydrophenanthridine), C1=CCCCC1 (cyclohexene), B(Br)(Br)Br (boron tribromide), ClCCl (dichloromethane). Product: FC=1C=C2[C@H](N(C=3C=CC=CC3C2=CC1)S(=O)(=O)C1=CC=C(C=C1)O)C (4-{[(R)-8-fluoro-6-methylphenanthridin-5(6H)-yl]sulfonyl}phenol), solid. Procedure details: The title compound was prepared from (R)-8-fluoro-5-[(4-methoxyphenyl)sulfonyl]-6-methyl-5,6-dihydrophenanthridine (0.74 g, 1.93 mmol), cyclohexene (7.0 mL, 70.0 mmol), and 1 M boron tribromide in dichloromethane (23 mL, 23 mmol) according to the procedure and in the same manner as described in Example 32, Method B, Step b. The crude product was purified by flash column chromatography on silica gel, eluting with a mixture of ethyl acetate-hexane (1:9 to 1:4 gradient), followed by trituration fro...